This data is from the Open Reaction Database (ORD), a public repository of structured organic reaction records. The task is: describe an organic reaction: reactants, conditions, products, and yield The reactants are C1(=CC=CC=C1)C(O)(C1CCNCC1)C1=CC=C(C=C1)C (α-phenyl-α-(p-tolyl)-4-piperidinemethanol), C(C)(C)(C)C1=CC=C(C=C1)C(CCCCl)=O (4'-tert-butyl-4-chlorobutyrophenone), C([O-])(O)=O.[K+] (potassium bicarbonate), [I-].[K+] (potassium iodide). The solvent is C1(=CC=CC=C1)C (toluene), O (water), C1(=CC=CC=C1)C (toluene). Reaction conditions: time 88 hour. The product is Cl.C(C)(C)(C)C1=CC=C(C=C1)C(CCCN1CCC(CC1)C(C1=CC=CC=C1)(C1=CC=C(C=C1)C)O)=O (4'-tert-butyl-4-[4-[α-hydroxy-α-(p-tolyl)benzyl]-piperidino]butyrophenone hydrochloride). RXN SMILES: [C:1]1([C:7]([C:15]2[CH:20]=[CH:19][C:18]([CH3:21])=[CH:17][CH:16]=2)([CH:9]2[CH2:14][CH2:13][NH:12][CH2:11][CH2:10]2)[OH:8])[CH:6]=[CH:5][CH:4]=[CH:3][CH:2]=1.[C:22]([C:26]1[CH:31]=[CH:30][C:29]([C:32](=[O:37])[CH2:33][CH2:34][CH2:35][Cl:36])=[CH:28][CH:27]=1)([CH3:25])([CH3:24])[CH3:23].C(=O)(O)[O-].[K+].[I-].[K+]>C1(C)C=CC=CC=1.O>[ClH:36].[C:22]([C:26]1[CH:27]=[CH:28][C:29]([C:32](=[O:37])[CH2:33][CH2:34][CH2:35][N:12]2[CH2:13][CH2:14][CH:9]([C:7]([OH:8])([C:15]3[CH:20]=[CH:19][C:18]([CH3:21])=[CH:17][CH:16]=3)[C:1]3[CH:2]=[CH:3][CH:4]=[CH:5][CH:6]=3)[CH2:10][CH2:11]2)=[CH:30][CH:31]=1)([CH3:25])([CH3:24])[CH3:23] |f:2.3,4.5,8.9|. Procedure details: A mixture of 29.0 g (0.1 mole) of α-phenyl-α-(p-tolyl)-4-piperidinemethanol, 32 g (0.12 mole) of 4'-tert-butyl-4-chlorobutyrophenone, 20 g of potassium bicarbonate, 0.1 g of potassium iodide, 300 ml of toluene and 50 ml of water is stirred on a steam bath for 88 hours. Upon cooling to room temperature the toluene layer is separated, and the aqueous layer is extracted with toluene. The combined toluene fractions are washed with water and saturated sodium chloride solution, dried over magnesium su... Reactants: N1CCCC1 (pyrrolidine), [Li]CCCC (nBuLi), C(C)(C)(C)OC(=O)N1CCN(CC1)C(C)(C)C(=O)OCC (4-(1-ethoxycarbonyl-1-methyl-ethyl)-piperazine-1-carboxylic acid tert-butyl ester), Amine. Solvent: C1CCOC1 (THF), C1CCOC1 (THF). Run at time 5 minute. Product: C(C)(C)(C)OC(=O)N1CCN(CC1)C(C(N1CCCC1)=O)(C)C (4-(1,1-dimethyl-2-oxo-2-pyrrolidin-1-yl-ethyl)-piperazine-1-carboxylic acid tert-butyl ester). As a reaction SMILES: [NH:1]1[CH2:5][CH2:4][CH2:3][CH2:2]1.[Li]CCCC.[C:11]([O:15][C:16]([N:18]1[CH2:23][CH2:22][N:21]([C:24]([C:27](OCC)=[O:28])([CH3:26])[CH3:25])[CH2:20][CH2:19]1)=[O:17])([CH3:14])([CH3:13])[CH3:12]>C1COCC1>[C:11]([O:15][C:16]([N:18]1[CH2:19][CH2:20][N:21]([C:24]([CH3:26])([CH3:25])[C:27](=[O:28])[N:1]2[CH2:5][CH2:4][CH2:3][CH2:2]2)[CH2:22][CH2:23]1)=[O:17])([CH3:14])([CH3:13])[CH3:12]. Procedure: Amine preparation: to pyrrolidine (390 uL) in dry THF (4 mL) at 0° C. was added nBuLi (1.86 ml) The reaction mixture was stirred for 5 minutes and then 4-(1-ethoxycarbonyl-1-methyl-ethyl)-piperazine-1-carboxylic acid tert-butyl ester (700 mg) in THF (5 mL) was added. The reaction mixture was stirred at room temperature for 24 h and then quenched with aqueous ammonium chloride, extracted into DCM, washed with water, dried (MgSO4) and the solvent removed in vacuo to yield 4-(1,1-dimethyl-2-oxo-2-p... Reactants: FC1=CC=C(C=2N=C(SC21)C=2C(=NC=C(C2)C=2C=NN(C2)C2CCNCC2)N)C(F)(F)F (3-(7-fluoro-4-trifluoromethylbenzothiazol-2-yl)-5-(1-piperidin-4-yl-1H-pyrazol-4-yl)-pyridin-2-ylamine), ClC=1SC2=C(N1)C(=C(C=C2)F)F (2-chloro-4,5-difluoro-1,3-benzothiazole). Product: FC1=C(C=CC2=C1N=C(S2)C=2C(=NC=C(C2)C=2C=NN(C2)C2CCNCC2)N)F (3-(4,5-Difluorobenzothiazol-2-yl)-5-(1-piperidin-4-yl-1H-pyrazol-4-yl)-pyridin-2-ylamine). Reaction SMILES: F[C:2]1[C:10]2[S:9][C:8]([C:11]3[C:12]([NH2:28])=[N:13][CH:14]=[C:15]([C:17]4[CH:18]=[N:19][N:20]([CH:22]5[CH2:27][CH2:26][NH:25][CH2:24][CH2:23]5)[CH:21]=4)[CH:16]=3)=[N:7][C:6]=2[C:5]([C:29](F)([F:31])F)=C[CH:3]=1.ClC1SC2C=CC([F:43])=C(F)C=2N=1>>[F:43][C:5]1[C:6]2[N:7]=[C:8]([C:11]3[C:12]([NH2:28])=[N:13][CH:14]=[C:15]([C:17]4[CH:18]=[N:19][N:20]([CH:22]5[CH2:27][CH2:26][NH:25][CH2:24][CH2:23]5)[CH:21]=4)[CH:16]=3)[S:9][C:10]=2[CH:2]=[CH:3][C:29]=1[F:31]. Procedure: Following the procedure for 3-(7-fluoro-4-trifluoromethylbenzothiazol-2-yl)-5-(1-piperidin-4-yl-1H-pyrazol-4-yl)-pyridin-2-ylamine, using 2-chloro-4,5-difluoro-1,3-benzothiazole and conducting the Suzuki coupling at 80° C. for 3 h, the title compound was obtained as a yellow solid. MS (ES+): m/z=413.13 [MH+]. HPLC: tR=2.46 min (ZQ3, polar—5 min). The reactants are Cc1c(C23CC4CC(CC(C4)C2)C3)c(=O)[nH]n1-c1ccccn1, Cc1c(C23CC4CC(CC(C4)C2)C3)c(=O)[nH]n1-c1ccc(F)cc1, CI. The product is Cc1c(C23CC4CC(CC(C4)C2)C3)c(=O)n(C)n1-c1ccc(F)cc1. RXN SMILES: [C:1]12([c:2]3[c:3](=[O:4])[nH:5][n:6](-[c:7]4[cH:8][cH:9][cH:10][cH:11][n:12]4)[c:13]3[CH3:14])[CH2:15][CH:16]3[CH2:17][CH:18]([CH2:19][CH:20]([CH2:21]3)[CH2:22]1)[CH2:23]2.[C:26]12([c:36]3[c:37](=[O:49])[nH:38][n:39](-[c:42]4[cH:43][cH:44][c:45]([F:48])[cH:46][cH:47]4)[c:40]3[CH3:41])[CH2:27][CH:28]3[CH2:29][CH:30]([CH2:31][CH:32]([CH2:33]1)[CH2:34]3)[CH2:35]2.[I:24][CH3:25]>>[CH3:1][n:38]1[c:37](=[O:49])[c:36]([C:26]23[CH2:27][CH:28]4[CH2:29][CH:30]([CH2:31][CH:32]([CH2:33]2)[CH2:34]4)[CH2:35]3)[c:40]([CH3:41])[n:39]1-[c:42]1[cH:43][cH:44][c:45]([F:48])[cH:46][cH:47]1.